Dataset: the Open Reaction Database (ORD), a public repository of structured organic reaction records. Task: describe an organic reaction: reactants, conditions, products, and yield Reactants: [N+](=O)(O)[O-] (nitric acid), CN1CCC2(CC1)OC1=C(C(C2)=O)C=CC=C1 (3,4-dihydro-1'-methyl-spiro[2H-1-benzopyran-2,4'-piperidin]-4-one), C(C)(=O)OCC (ethyl acetate), C([O-])(O)=O.[Na+] (sodium bicarbonate), [N+](=O)(O)[O-] (Nitric acid). Procedure details: Sulfuric acid (55 ml) was cooled to 0° C. and was stirred as 3,4-dihydro-1'-methyl-spiro[2H-1-benzopyran-2,4'-piperidin]-4-one (11.56 g, 0.05 mol) was added over 20 minutes. Some gum separated. A solution of 90% nitric acid (2.5 ml, 0.0525 mol) in sulfuric acid (5 ml) was added over 20 minutes. The mixture was stirred for 2 hours at 0° C. and then for 1 hour at room temperature. A solution resulted but nitration was not complete. 90% Nitric acid (0.3 ml, 0.007 mol) was added and stirring was con... Product: CN1CCC2(CC1)OC1=C(C(C2)=O)C=C(C=C1)[N+](=O)[O-] (3,4-Dihydro-1'-methyl-6-nitro-spiro-[(2H)-1-benzopyran-2,4'-piperidin]-4-one). Yield: 76.7%. Conditions: temperature 0 celsius, time 2 hour. Reaction SMILES: [CH3:1][N:2]1[CH2:7][CH2:6][C:5]2([CH2:12][C:11](=[O:13])[C:10]3[CH:14]=[CH:15][CH:16]=[CH:17][C:9]=3[O:8]2)[CH2:4][CH2:3]1.[N+:18]([O-])([OH:20])=[O:19].C(OCC)(=O)C.C(=O)(O)[O-].[Na+]>S(=O)(=O)(O)O>[CH3:1][N:2]1[CH2:7][CH2:6][C:5]2([CH2:12][C:11](=[O:13])[C:10]3[CH:14]=[C:15]([N+:18]([O-:20])=[O:19])[CH:16]=[CH:17][C:9]=3[O:8]2)[CH2:4][CH2:3]1 |f:3.4|. Run in S(O)(O)(=O)=O (sulfuric acid), S(O)(O)(=O)=O (Sulfuric acid). The reactants are C(O)([O-])=O.[Na+] (sodium hydrogencarbonate), Cl.NO (hydroxylamine hydrochloride), C(CCCCC)C(CBr)CCCCCCCC (2-hexyldecylbromide), C(CN(CC(=O)O)CC(=O)O)N(CC(=O)O)CC(=O)O (EDTA). Solvent: CO (methanol). Yields the product C(CCCCC)C(CNO)CCCCCCCC (2-hexyldecylhydroxylamine). RXN SMILES: Cl.[NH2:2][OH:3].[CH2:4]([CH:10]([CH2:13][CH2:14][CH2:15][CH2:16][CH2:17][CH2:18][CH2:19][CH3:20])[CH2:11]Br)[CH2:5][CH2:6][CH2:7][CH2:8][CH3:9].C(N(CC(O)=O)CC(O)=O)CN(CC(O)=O)CC(O)=O.C(=O)([O-])O.[Na+]>CO>[CH2:4]([CH:10]([CH2:13][CH2:14][CH2:15][CH2:16][CH2:17][CH2:18][CH2:19][CH3:20])[CH2:11][NH:2][OH:3])[CH2:5][CH2:6][CH2:7][CH2:8][CH3:9] |f:0.1,4.5|. Procedure details: 69 g of hydroxylamine hydrochloride, 30.5 g of 2-hexyldecylbromide, 0.5 g of EDTA and 500 ml of methanol were mixed and thereto 84 g of sodium hydrogencarbonate was added. The resulting mixture was heated under reflux for 3 hours. Then, the reaction mixture was concentrated, ethyl acetate and water were added thereto, the solution obtained was extracted by liquid separation, and the organic phase was dried over magnesium sulfate. The dried organic phase was concentrated and bis(2-hexyldecyl)hydr... Reactants: C=1(C(O)=CC=CC1)OC (guaiacol), BrC(C(=O)OCC)C1=CC=CC=C1 (ethyl α-bromophenylacetate), C([O-])([O-])=O.[K+].[K+] (potassium carbonate). The solvent is CC(=O)C (acetone). Yields the product COC1=C(OC(C(=O)OCC)C2=CC=CC=C2)C=CC=C1 (Ethyl α-(2-Methoxyphenoxy)-phenylacetate). Reaction SMILES: [C:1]1([O:8][CH3:9])[C:2](=[CH:4][CH:5]=[CH:6][CH:7]=1)[OH:3].Br[CH:11]([C:17]1[CH:22]=[CH:21][CH:20]=[CH:19][CH:18]=1)[C:12]([O:14][CH2:15][CH3:16])=[O:13].C(=O)([O-])[O-].[K+].[K+]>CC(C)=O>[CH3:9][O:8][C:1]1[CH:7]=[CH:6][CH:5]=[CH:4][C:2]=1[O:3][CH:11]([C:17]1[CH:22]=[CH:21][CH:20]=[CH:19][CH:18]=1)[C:12]([O:14][CH2:15][CH3:16])=[O:13] |f:2.3.4|. Procedure: A mixture of 130 g (1.05 m) guaiacol, 243 g (1 M) ethyl α-bromophenylacetate, 150 g of potassium carbonate and 1.5 L of acetone was refluxed for 96 hours, cooled and filtered. The solvent was removed at reduced pressure and the residue dissolved in toluene. After washing with dilute sodium hydroxide, then water, the solvent was removed and the residue distilled. The fraction boiling at 158-163°/0.4 mm was collected, weight 263 g. The reactants are O=P(Cl)(Cl)Cl, N#Cc1c(O)csc1N, C1CCOC1, c1ccncc1. Product: N#Cc1c(Cl)csc1N. As a reaction SMILES: [Cl:1][P:2](=[O:3])([Cl:4])[Cl:5].[NH2:6][c:7]1[s:8][cH:9][c:10]([OH:14])[c:11]1[C:12]#[N:13].[O:21]1[CH2:22][CH2:23][CH2:24][CH2:25]1.[cH:15]1[cH:16][cH:17][n:18][cH:19][cH:20]1>>[Cl:1][c:10]1[cH:9][s:8][c:7]([NH2:6])[c:11]1[C:12]#[N:13]. The reactants are C1(CC1)NC(C1=CC(=C(C=C1)C)C=1C=C2C=NN=C(C2=CC1)C1CCNCC1)=O.C1(CC1)NC(C1=CC(=C(C=C1)C)C=1C=C2C=NN=C(C2=CC1)C1CCNCC1)=O (N-cyclopropyl-4-methyl-3-(1-(piperidin-4-yl)phthalazin-6-yl)benzamide N-cyclopropyl-4-methyl-3-(1-(piperidin-4-yl)phthalazin-6-yl)benzamide), 2-trifluoromethylamine diacetate. Solvent: C(C)O (ethanol). Product: C(C)(=O)N1CCC(CC1)C1=NN=CC2=CC(=CC=C12)C=1C=C(C(=O)NC2CC2)C=CC1C (3-(1-(1-acetylpiperidin-4-yl)phthalazin-6-yl)-N-cyclopropyl-4-methylbenzamide). As a reaction SMILES: [CH:1]1([NH:4][C:5](=[O:29])[C:6]2[CH:11]=[CH:10][C:9]([CH3:12])=[C:8]([C:13]3[CH:14]=[C:15]4[C:20](=[CH:21][CH:22]=3)[C:19]([CH:23]3[CH2:28][CH2:27][NH:26][CH2:25][CH2:24]3)=[N:18][N:17]=[CH:16]4)[CH:7]=2)[CH2:3][CH2:2]1.C1(N[C:34](=[O:58])[C:35]2C=CC(C)=C(C3C=C4C(=CC=3)C(C3CCNCC3)=NN=C4)C=2)CC1>C(O)C>[C:34]([N:26]1[CH2:27][CH2:28][CH:23]([C:19]2[C:20]3[C:15](=[CH:14][C:13]([C:8]4[CH:7]=[C:6]([CH:11]=[CH:10][C:9]=4[CH3:12])[C:5]([NH:4][CH:1]4[CH2:2][CH2:3]4)=[O:29])=[CH:22][CH:21]=3)[CH:16]=[N:17][N:18]=2)[CH2:24][CH2:25]1)(=[O:58])[CH3:35] |f:0.1|. Reported procedure: A mixture of N-cyclopropyl-4-methyl-3-(1-(piperidin-4-yl)phthalazin-6-yl)benzamide N-cyclopropyl-4-methyl-3-(1-(piperidin-4-yl)phthalazin-6-yl)benzamide (29 μmol) in 2 mL ethanol was stirred at RT and treated with 2-trifluoromethylamine diacetate (142 μmol). The mixture was stirred at RT for 4 h, then purified directly by silica gel chromatography, eluting with 5% 2 M ammonia methanol/dichloromethane to give the title compound. Reactants: CI, CN(C)C=O, [H-], [Na+], O, O=c1c2cccnc2c(-c2ccccc2)c2n1CCN2. Yields the product CN1CCn2c1c(-c1ccccc1)c1ncccc1c2=O. As a reaction SMILES: [CH3:23][I:24].[CH3:26][N:27]([CH3:28])[CH:29]=[O:30].[H-:21].[Na+:22].[OH2:25].[c:1]1(-[c:7]2[c:8]3[n:9]([c:10](=[O:17])[c:11]4[cH:12][cH:13][cH:14][n:15][c:16]24)[CH2:18][CH2:19][NH:20]3)[cH:2][cH:3][cH:4][cH:5][cH:6]1>>[c:1]1(-[c:7]2[c:8]3[n:9]([c:10](=[O:17])[c:11]4[cH:12][cH:13][cH:14][n:15][c:16]24)[CH2:18][CH2:19][N:20]3[CH3:23])[cH:2][cH:3][cH:4][cH:5][cH:6]1. Starting materials: ClCC(=O)N[C@H]1CN2C(OC1)=NC(=C2)[N+](=O)[O-] ((S)-2-chloro-N-(2-nitro-6,7-dihydro-5H-imidazo[2,1-b][1,3]oxazin-6-yl)acetamide), FC=1C=C(OC2CCNCC2)C=CC1OC(F)(F)F (4-(3-fluoro-4-(trifluoromethoxy)phenoxy)piperidine). Yields the product FC=1C=C(OC2CCN(CC2)CC(=O)N[C@H]2CN3C(OC2)=NC(=C3)[N+](=O)[O-])C=CC1OC(F)(F)F (2-(4-(3-fluoro-4-(trifluoromethoxy)phenoxy)piperidin-1-yl)-N—((S)-6,7-dihydro-2-nitro-5H-imidazo[2,1-b][1,3]oxazin-6-yl)acetamide). Yield: 54.4%. As a reaction SMILES: Cl[CH2:2][C:3]([NH:5][C@@H:6]1[CH2:11][O:10][C:9]2=[N:12][C:13]([N+:15]([O-:17])=[O:16])=[CH:14][N:8]2[CH2:7]1)=[O:4].[F:18][C:19]1[CH:20]=[C:21]([CH:29]=[CH:30][C:31]=1[O:32][C:33]([F:36])([F:35])[F:34])[O:22][CH:23]1[CH2:28][CH2:27][NH:26][CH2:25][CH2:24]1>>[F:18][C:19]1[CH:20]=[C:21]([CH:29]=[CH:30][C:31]=1[O:32][C:33]([F:36])([F:34])[F:35])[O:22][CH:23]1[CH2:28][CH2:27][N:26]([CH2:2][C:3]([NH:5][C@@H:6]2[CH2:11][O:10][C:9]3=[N:12][C:13]([N+:15]([O-:17])=[O:16])=[CH:14][N:8]3[CH2:7]2)=[O:4])[CH2:25][CH2:24]1. Procedure details: Similar to the manipulation of example 1, with (S)-2-chloro-N-(2-nitro-6,7-dihydro-5H-imidazo[2,1-b][1,3]oxazin-6-yl)acetamide (130 mg, 0.50 mmol) and 4-(3-fluoro-4-(trifluoromethoxy)phenoxy)piperidine (279 mg, 1.0 mmol) as crude materials, 137 mg title compound was generated and yield was 55%. Starting materials: CC(=O)[O-], CC(=O)[O-], CS(=O)(=O)Nc1ccc(B(O)O)cc1, O=C(c1ccc2[nH]c(C(=O)N3CCC(F)(F)CC3)cc2c1)N1CCN(C2CCC2)CC1, ClCCl, [Cu+2], c1ccncc1. Product: CS(=O)(=O)Nc1ccc(-n2c(C(=O)N3CCC(F)(F)CC3)cc3cc(C(=O)N4CCN(C5CCC5)CC4)ccc32)cc1. Reaction SMILES: [C:55]([O-:56])(=[O:57])[CH3:58].[C:60]([O-:61])(=[O:62])[CH3:63].[CH3:32][S:33](=[O:34])(=[O:35])[NH:36][c:37]1[cH:38][cH:39][c:40]([B:43]([OH:44])[OH:45])[cH:41][cH:42]1.[CH:1]1([N:5]2[CH2:6][CH2:7][N:8]([C:11](=[O:12])[c:13]3[cH:14][c:15]4[cH:16][c:17]([C:22](=[O:23])[N:24]5[CH2:25][CH2:26][C:27]([F:30])([F:31])[CH2:28][CH2:29]5)[nH:18][c:19]4[cH:20][cH:21]3)[CH2:9][CH2:10]2)[CH2:2][CH2:3][CH2:4]1.[Cl:52][CH2:53][Cl:54].[Cu+2:59].[cH:46]1[cH:47][cH:48][n:49][cH:50][cH:51]1>>[CH:1]1([N:5]2[CH2:6][CH2:7][N:8]([C:11](=[O:12])[c:13]3[cH:14][c:15]4[cH:16][c:17]([C:22](=[O:23])[N:24]5[CH2:25][CH2:26][C:27]([F:30])([F:31])[CH2:28][CH2:29]5)[n:18](-[c:40]5[cH:39][cH:38][c:37]([NH:36][S:33]([CH3:32])(=[O:34])=[O:35])[cH:42][cH:41]5)[c:19]4[cH:20][cH:21]3)[CH2:9][CH2:10]2)[CH2:2][CH2:3][CH2:4]1. Reactants: FC1=C(N(N=C1)C)C=1C=C(C=CC1OC)N (3-(4-Fluoro-2-methyl-2H-pyrazol-3-yl)-4-methoxy-phenylamine), FC=1C=C(C=CC1)N=C=O (3-fluorophenylisocyanate). Product: FC1=C(N(N=C1)C)C=1C=C(C=CC1OC)NC(=O)NC1=CC(=CC=C1)F (1-[3-(4-Fluoro-2-methyl-2H-pyrazol-3-yl)-4-methoxy-phenyl]-3-(3-fluoro-phenyl)-urea). Yield: 55.0%. RXN SMILES: [F:1][C:2]1[CH:6]=[N:5][N:4]([CH3:7])[C:3]=1[C:8]1[CH:9]=[C:10]([NH2:16])[CH:11]=[CH:12][C:13]=1[O:14][CH3:15].[F:17][C:18]1[CH:19]=[C:20]([N:24]=[C:25]=[O:26])[CH:21]=[CH:22][CH:23]=1>>[F:1][C:2]1[CH:6]=[N:5][N:4]([CH3:7])[C:3]=1[C:8]1[CH:9]=[C:10]([NH:16][C:25]([NH:24][C:20]2[CH:21]=[CH:22][CH:23]=[C:18]([F:17])[CH:19]=2)=[O:26])[CH:11]=[CH:12][C:13]=1[O:14][CH3:15]. Procedure: 3-(4-Fluoro-2-methyl-2H-pyrazol-3-yl)-4-methoxy-phenylamine was treated with 3-fluorophenylisocyanate, in a similar manner as described in Example 1.68, providing 15 mg (55% yield) of Compound 33: LCMS m/z (%)=359 (M+H, 100). 1H NMR (400 MHz, J acetone-d6) δ: 8.38 (s, 1H), 8.21 (s, 1H), 7.64 (dd, J1=9.0 Hz, J2=2.6 Hz, 1H), 7.59 (d, J=12.0 Hz, 1H), 7.48 (d, J=2.8 Hz, 1H), 7.39 (d, JH,F=4.8 Hz, 1H), 7.27 (dd, J1=14.8 Hz, J2=8.0 Hz, 1H), 7.15 (d, J=9.6 Hz, 1H), 7.12 (s, 1H), 6.72 (dd, J1=9.6 Hz, J2... Starting materials: C(C1=CC=CC=C1)OC(=O)NCCN1CCC(CC1)(C(=O)OCC1=CC=CC=C1)OP(=O)(O)C(C(C)C)NC(CCC1=CC=CC=C1)=O (benzyl 1-(2-benzyloxycarbonylaminoethyl)-4-((2-methyl-1-(3-phenylpropanoylamino)propyl)(hydroxyphosphinoyl)oxy)piperidine-4-carboxylate). The reagents and catalysts are [OH-].[Pd+2].[OH-] (palladium hydroxide). Run in O1CCOCC1 (dioxane), O (water). Reaction conditions: time 3 hour. Product: NCCN1CCC(CC1)(C(=O)O)OP(=O)(O)C(C(C)C)NC(CCC1=CC=CC=C1)=O (1-(2-Aminoethyl)-4-((2-methyl-1-(3-phenylpropionylamino)propyl)(hydroxyphosphinoyl)oxy)piperidine-4-carboxylic acid). Reaction SMILES: C(OC([NH:11][CH2:12][CH2:13][N:14]1[CH2:19][CH2:18][C:17]([O:30][P:31]([CH:34]([NH:38][C:39](=[O:48])[CH2:40][CH2:41][C:42]2[CH:47]=[CH:46][CH:45]=[CH:44][CH:43]=2)[CH:35]([CH3:37])[CH3:36])([OH:33])=[O:32])([C:20]([O:22]CC2C=CC=CC=2)=[O:21])[CH2:16][CH2:15]1)=O)C1C=CC=CC=1>O1CCOCC1.O.[OH-].[Pd+2].[OH-]>[NH2:11][CH2:12][CH2:13][N:14]1[CH2:19][CH2:18][C:17]([O:30][P:31]([CH:34]([NH:38][C:39](=[O:48])[CH2:40][CH2:41][C:42]2[CH:47]=[CH:46][CH:45]=[CH:44][CH:43]=2)[CH:35]([CH3:36])[CH3:37])([OH:33])=[O:32])([C:20]([OH:22])=[O:21])[CH2:16][CH2:15]1 |f:3.4.5|. Procedure details: The benzyl 1-(2-benzyloxycarbonylaminoethyl)-4-((2-methyl-1-(3-phenylpropanoylamino)propyl)(hydroxyphosphinoyl)oxy)piperidine-4-carboxylate (56 mg) obtained in the above step (f) was dissolved in a mixed solvent of dioxane (1.5 ml) and water (0.5 ml), and then the solution was added with palladium hydroxide (13 mg). The mixture was stirred under a hydrogen atmosphere at room temperature for 3 hours. The reaction mixture was filtered with celite, and then the solvent was evaporated. The residue w...